From a dataset of the Open Reaction Database (ORD), a public repository of structured organic reaction records. describe an organic reaction: reactants, conditions, products, and yield The reactants are C(C)(C)(C)OC(N(CC1=C(C=CC(=C1)C(F)(F)F)B1OC(C(O1)(C)C)(C)C)CC)=O (Ethyl-[2-(4,4,5,5-tetramethyl-[1,3,2]dioxaborolan-2-yl)-5-trifluoromethyl-benzyl]-carbamic acid tert-butyl ester), C(C)OC(CC=1C=NC=C(C1)Br)=O ((5-bromo-pyridin-3-yl)-acetic acid ethyl ester). Product: C(C)OC(CC=1C=NC=C(C1)C1=C(C=C(C=C1)C(F)(F)F)CN(CC)C(=O)OC(C)(C)C)=O ((5-{2-[(N-tert-butoxycarbonyl-N-ethyl-amino)-methyl]-4-trifluoromethyl-phenyl}-pyridin-3-yl)-acetic acid ethyl ester). As a reaction SMILES: [C:1]([O:5][C:6](=[O:30])[N:7]([CH2:28][CH3:29])[CH2:8][C:9]1[CH:14]=[C:13]([C:15]([F:18])([F:17])[F:16])[CH:12]=[CH:11][C:10]=1B1OC(C)(C)C(C)(C)O1)([CH3:4])([CH3:3])[CH3:2].[CH2:31]([O:33][C:34](=[O:43])[CH2:35][C:36]1[CH:37]=[N:38][CH:39]=[C:40](Br)[CH:41]=1)[CH3:32]>>[CH2:31]([O:33][C:34](=[O:43])[CH2:35][C:36]1[CH:37]=[N:38][CH:39]=[C:40]([C:10]2[CH:11]=[CH:12][C:13]([C:15]([F:16])([F:17])[F:18])=[CH:14][C:9]=2[CH2:8][N:7]([C:6]([O:5][C:1]([CH3:3])([CH3:4])[CH3:2])=[O:30])[CH2:28][CH3:29])[CH:41]=1)[CH3:32]. Procedure details: Ethyl-[2-(4,4,5,5-tetramethyl-[1,3,2]dioxaborolan-2-yl)-5-trifluoromethyl-benzyl]-carbamic acid tert-butyl ester and (5-bromo-pyridin-3-yl)-acetic acid ethyl ester were reacted as described in Example 8, Step 4 to provide (5-{2-[(N-tert-butoxycarbonyl-N-ethyl-amino)-methyl]-4-trifluoromethyl-phenyl}-pyridin-3-yl)-acetic acid ethyl ester. Starting materials: N(=O)[O-].[Na+] (Sodium nitrite), CNC=1CC(N(C2=C(N1)C=CC=C2)C2=CC=CC=C2)=O (3,5-dihydro-2-methylamino-5-phenyl-4H-1,5-benzodiazepin-4-one). The solvent is C(C)(=O)O (acetic acid), O (water). Reaction conditions: time 20 minute. Yields the product N(=O)CNC=1CC(N(C2=C(N1)C=CC=C2)C2=CC=CC=C2)=O (3,5-Dihydro-2-(N-nitrosomethylamino)-5-phenyl-4H-1,5-benzodiazepin-4-one). As a reaction SMILES: [N:1]([O-:3])=O.[Na+].[CH3:5][NH:6][C:7]1[CH2:8][C:9](=[O:24])[N:10]([C:18]2[CH:23]=[CH:22][CH:21]=[CH:20][CH:19]=2)[C:11]2[CH:17]=[CH:16][CH:15]=[CH:14][C:12]=2[N:13]=1>C(O)(=O)C.O>[N:1]([CH2:5][NH:6][C:7]1[CH2:8][C:9](=[O:24])[N:10]([C:18]2[CH:23]=[CH:22][CH:21]=[CH:20][CH:19]=2)[C:11]2[CH:17]=[CH:16][CH:15]=[CH:14][C:12]=2[N:13]=1)=[O:3] |f:0.1|. Procedure: Sodium nitrite, 5.9 g (0.086 moles), was added in 3 portions over a period of 30 minutes to a stirred solution of 18.9 g (0.071 m) of 3,5-dihydro-2-methylamino-5-phenyl-4H-1,5-benzodiazepin-4-one in 200 ml of acetic acid. After the addition was completed, the mixture was stirred for 20 minutes at room temperature and was then diluted with water and extracted with methylene chloride. The methylene chloride extracts were combined, washed with saturated sodium bicarbonate solution, dried and evapor... The reactants are BrC1=C2CCN(CC2=C(C(=C1)[N+](=O)[O-])N)CCCC1=CC=CC=C1 (5-Bromo-1,2,3,4-tetrahydro-7-nitro-2-(3-phenylpropyl)-8-isoquinolinamine), C(C(=O)O)(=O)O (oxalic acid). The solvent is Cl (HCl). The product is BrC=1C2=C(C=3NC(C(NC3C1)=O)=O)CN(CC2)CCCC2=CC=CC=C2 (6-Bromo-1,4,7,8,9,10-hexahydro-9-(3-phenylpropyl)pyrido[3,4-f]quinoxaline-2,3-dione). The yield is 60.3%. Reaction SMILES: [Br:1][C:2]1[CH:11]=[C:10]([N+:12]([O-])=O)[C:9]([NH2:15])=[C:8]2[C:3]=1[CH2:4][CH2:5][N:6]([CH2:16][CH2:17][CH2:18][C:19]1[CH:24]=[CH:23][CH:22]=[CH:21][CH:20]=1)[CH2:7]2.[C:25](O)(=[O:29])[C:26](O)=[O:27]>Cl>[Br:1][C:2]1[C:3]2[CH2:4][CH2:5][N:6]([CH2:16][CH2:17][CH2:18][C:19]3[CH:24]=[CH:23][CH:22]=[CH:21][CH:20]=3)[CH2:7][C:8]=2[C:9]2[NH:15][C:25](=[O:29])[C:26](=[O:27])[NH:12][C:10]=2[CH:11]=1. Procedure: A solution of the product from Example 12 (0.98 g, 2.72 mmol) in 3N HCl (35 mL) was treated with oxalic acid (0.36 g, 2.86 mmol) and refluxed for five hours. When cool to room temperatures the precipitate was filtered, suspended in water (70 mL) and basifyed to pH 8. The solids were filtered, and dried to give the title compound (0.68 g, 60%) as a brown solid, mp=288-293° C.